This data is from the Open Reaction Database (ORD), a public repository of structured organic reaction records. The task is: describe an organic reaction: reactants, conditions, products, and yield Starting materials: C(CCC)C=1N(C(=CN1)/C=C(/C(=O)OC)\CC=1OC(=CC1)C)CC1=C(C=CC=C1)Cl (methyl (E)-3-[2-n-butyl-1-{(2-chlorophenyl)methyl}-1H-imidazol-5-yl]-2-(5-methyl-2-furyl)methyl-2-propenoate), [H-].C(C(C)C)[Al+]CC(C)C (diisobutyl aluminum hydride), C1(=CC=CC=C1)C (toluene). Solvent: O1CCCC1 (tetrahydrofuran). Reaction conditions: time 17 hour. Yields the product C(CCC)C=1N(C(=CN1)/C=C(/CO)\CC=1OC(=CC1)C)CC1=C(C=CC=C1)Cl ((E)-3-[2-n-butyl-1-{(2-chlorophenyl)methyl}-1H-imidazol-5-yl]-2-(5-methyl-2-furyl)methyl-2-propenol). As a reaction SMILES: [CH2:1]([C:5]1[N:6]([CH2:23][C:24]2[CH:29]=[CH:28][CH:27]=[CH:26][C:25]=2[Cl:30])[C:7](/[CH:10]=[C:11](\[CH2:16][C:17]2[O:18][C:19]([CH3:22])=[CH:20][CH:21]=2)/[C:12](OC)=[O:13])=[CH:8][N:9]=1)[CH2:2][CH2:3][CH3:4].[H-].C([Al+]CC(C)C)C(C)C.C1(C)C=CC=CC=1>O1CCCC1>[CH2:1]([C:5]1[N:6]([CH2:23][C:24]2[CH:29]=[CH:28][CH:27]=[CH:26][C:25]=2[Cl:30])[C:7](/[CH:10]=[C:11](\[CH2:16][C:17]2[O:18][C:19]([CH3:22])=[CH:20][CH:21]=2)/[CH2:12][OH:13])=[CH:8][N:9]=1)[CH2:2][CH2:3][CH3:4] |f:1.2|. Procedure details: A solution of methyl (E)-3-[2-n-butyl-1-{(2-chlorophenyl)methyl}-1H-imidazol-5-yl]-2-(5-methyl-2-furyl)methyl-2-propenoate (Example 6, Method A) (1.5 mmol) in dry tetrahydrofuran (10 mL) held at -78° C. under argon is treated dropwise with a solution of diisobutyl aluminum hydride in toluene (3.30 mmol, 2.2 mL of 1.5M). The mixture is allowed to warm to ambient temperature and stirred an additional 17 hours. Excess reducing agent is quenched with methanol and water, dilute acetic acid and methyl...